This data is from the Open Reaction Database (ORD), a public repository of structured organic reaction records. The task is: describe an organic reaction: reactants, conditions, products, and yield Starting materials: ClC1=C(C(=C(C=C1)N=C=NC1=C(C(=CC=C1)Cl)Cl)O[Si](C)(C)C(C)(C)C)S(=O)(=O)N(C)C (N-[4-chloro-2-tert-butyldimethylsilyloxy-3-(N″,N″-dimethylaminosulfonyl)phenyl]-N′-(2,3dichlorophenyl)carbodiimide), N#CN (cyanamide), C(C)(C)N(C(C)C)CC (N,N-diisopropylethylamine), [F-].[Cs+] (Cesium fluoride). Solvent: C(C)#N (acetonitrile). Conditions: time 1 hour. Product: ClC1=C(C(=C(C=C1)N(C(=N)NC1=C(C(=CC=C1)Cl)Cl)C#N)O)S(=O)(=O)N(C)C (N-[4-Chloro-2-hydroxy-3-[N″,N″-dimethylaminosulfonyl]phenyl]-N′-(2,3-dichlorophenyl)cyanoguanidine). Yield: 45.1%. Reaction SMILES: [Cl:1][C:2]1[CH:7]=[CH:6][C:5]([N:8]=[C:9]=[N:10][C:11]2[CH:16]=[CH:15][CH:14]=[C:13]([Cl:17])[C:12]=2[Cl:18])=[C:4]([O:19][Si](C(C)(C)C)(C)C)[C:3]=1[S:27]([N:30]([CH3:32])[CH3:31])(=[O:29])=[O:28].[N:33]#[C:34]N.C([N:39](CC)C(C)C)(C)C.[F-].[Cs+]>C(#N)C>[Cl:1][C:2]1[CH:7]=[CH:6][C:5]([N:8]([C:34]#[N:33])[C:9]([NH:10][C:11]2[CH:16]=[CH:15][CH:14]=[C:13]([Cl:17])[C:12]=2[Cl:18])=[NH:39])=[C:4]([OH:19])[C:3]=1[S:27]([N:30]([CH3:31])[CH3:32])(=[O:28])=[O:29] |f:3.4|. Procedure details: To a solution of N-[4-chloro-2-tert-butyldimethylsilyloxy-3-(N″,N″-dimethylaminosulfonyl)phenyl]-N′-(2,3dichlorophenyl)carbodiimide (270 mg, 0.47 mmol) in acetonitrile (5 mL) at room temperature, cyanamide (79 mg, 1.88 mmol) and N,N-diisopropylethylamine (76 mg, 0.56 mmol) was added. The reaction mixture was stirred at room temperature for 1 hour. The reaction mixture was concentrated under reduced pressure. The residue was diluted with a mixture of tetrahydrofuran (3 mL) and methanol (1 mL). Ce... The reactants are C(C1=CC=CC=C1)(=O)Cl (benzoyl chloride), ClC=1C=CC2=C(C(=NCC(=N2)NN)C2=CC=CC=C2)C1 (7-chloro-2-hydrazino-5-phenyl-3H-1,4-benzodiazepine), C([O-])(O)=O.[Na+] (sodium bicarbonate). The solvent is O1CCCC1 (tetrahydrofuran). Run at time 2 hour. Product: C(C1=CC=CC=C1)(=O)NNC1=NC2=C(C(=NC1)C1=CC=CC=C1)C=C(C=C2)Cl (2-(2-benzoylhydrazino)-7-chloro-5-phenyl-3H-1,4-benzodiazepine). As a reaction SMILES: [Cl:1][C:2]1[CH:3]=[CH:4][C:5]2[N:11]=[C:10]([NH:12][NH2:13])[CH2:9][N:8]=[C:7]([C:14]3[CH:19]=[CH:18][CH:17]=[CH:16][CH:15]=3)[C:6]=2[CH:20]=1.[C:21](Cl)(=[O:28])[C:22]1[CH:27]=[CH:26][CH:25]=[CH:24][CH:23]=1.C(=O)(O)[O-].[Na+]>O1CCCC1>[C:21]([NH:13][NH:12][C:10]1[CH2:9][N:8]=[C:7]([C:14]2[CH:19]=[CH:18][CH:17]=[CH:16][CH:15]=2)[C:6]2[CH:20]=[C:2]([Cl:1])[CH:3]=[CH:4][C:5]=2[N:11]=1)(=[O:28])[C:22]1[CH:27]=[CH:26][CH:25]=[CH:24][CH:23]=1 |f:2.3|. Procedure details: To a solution of 1.4 parts of 7-chloro-2-hydrazino-5-phenyl-3H-1,4-benzodiazepine, prepared in Example 1, in 25 parts by volume of tetrahydrofuran is added 0.62 part by volume of benzoyl chloride, and the mixture is stirred at room temperature for 2 hours to complete the reaction. The reaction mixture is neutralized with a saturated aqueous solution of sodium bicarbonate. The resulting white precipitate is separated, washed with water and then with methanol, and dried, whereby 2-(2-benzoylhydraz...